Dataset: the Open Reaction Database (ORD), a public repository of structured organic reaction records. Task: describe an organic reaction: reactants, conditions, products, and yield Reactants: C1(=CN2CCCC3=CC=CC1=C23)C2=NN=NN2C2CCN(CC2)C(=O)OC(C)(C)C (tert-butyl 4-(5-(5,6-dihydro-4H-pyrrolo[3,2,1-ij]quinolin-1-yl)-1H-tetrazol-1-yl)piperidine-1-carboxylate), Cl (HCl). Reaction conditions: time 3 hour. Yields the product Cl.N1CCC(CC1)N1N=NN=C1C1=CN2CCCC3=CC=CC1=C23 (1-(1-(piperidin-4-yl)-1H-tetrazol-5-yl)-5,6-dihydro-4H-pyrrolo[3,2,1-ij]quinoline hydrochloride). RXN SMILES: [C:1]1([C:13]2[N:17]([CH:18]3[CH2:23][CH2:22][N:21](C(OC(C)(C)C)=O)[CH2:20][CH2:19]3)[N:16]=[N:15][N:14]=2)[C:11]2=[C:12]3[C:7](=[CH:8][CH:9]=[CH:10]2)[CH2:6][CH2:5][CH2:4][N:3]3[CH:2]=1.[ClH:31]>>[ClH:31].[NH:21]1[CH2:22][CH2:23][CH:18]([N:17]2[C:13]([C:1]3[C:11]4=[C:12]5[C:7](=[CH:8][CH:9]=[CH:10]4)[CH2:6][CH2:5][CH2:4][N:3]5[CH:2]=3)=[N:14][N:15]=[N:16]2)[CH2:19][CH2:20]1 |f:2.3|. Reported procedure: To a solution of 5,6-dihydro-4H-pyrrolo[3,2,1-ij]quinoline-1-carboxylic acid (200 mg, 1.00 mmol) in dry N,N-dimethylformamide (3 mL) were added O-(7-azabenzotriazol-1-yl)-N,N,N′,N′-tetramethyluronium hexafluorophosphate (HBTU) (417 mg, 1.10 mmol) and disopropylethyl amine (0.35 mL, 2.0 mmol), and tert-butyl 4-aminopiperidine-1-carboxylate (1.00 mmol). The reaction was stirred at room temperature and monitored by LC-MS. Upon completion, the mixture was diluted with ethyl acetate (50 mL) and washe... The reactants are CC(C)(C)OC(=O)CBr, COC(=O)c1cc(Cc2c(C)c(OC)c(OC)c(OC)c2OC)ccc1O, CC(C)=O, [Na+], [Na+], O=C([O-])[O-]. Yields the product COC(=O)c1cc(Cc2c(C)c(OC)c(OC)c(OC)c2OC)ccc1OCC(=O)OC(C)(C)C. As a reaction SMILES: [Br:34][CH2:35][C:36](=[O:37])[O:38][C:39]([CH3:40])([CH3:41])[CH3:42].[CH3:1][O:2][c:3]1[c:4]([CH3:27])[c:5]([CH2:6][c:7]2[cH:8][cH:9][c:10]([OH:17])[c:11]([C:12](=[O:13])[O:14][CH3:15])[cH:16]2)[c:18]([O:25][CH3:26])[c:19]([O:23][CH3:24])[c:20]1[O:21][CH3:22].[CH3:43][C:44](=[O:45])[CH3:46].[Na+:28].[Na+:29].[O-:30][C:31](=[O:32])[O-:33]>>[CH3:1][O:2][c:3]1[c:4]([CH3:27])[c:5]([CH2:6][c:7]2[cH:8][cH:9][c:10]([O:17][CH2:35][C:36](=[O:37])[O:38][C:39]([CH3:40])([CH3:41])[CH3:42])[c:11]([C:12](=[O:13])[O:14][CH3:15])[cH:16]2)[c:18]([O:25][CH3:26])[c:19]([O:23][CH3:24])[c:20]1[O:21][CH3:22].